Dataset: the Open Reaction Database (ORD), a public repository of structured organic reaction records. Task: describe an organic reaction: reactants, conditions, products, and yield Reactants: O=CC(=O)O, CCCCCCCC(C)=O, O=P(O)(O)O. The product is CCCCCCC(=CC(=O)O)C(C)=O. RXN SMILES: [C:1]([CH:2]=[O:3])(=[O:4])[OH:5].[CH3:6][C:7]([CH2:8][CH2:9][CH2:10][CH2:11][CH2:12][CH2:13][CH3:14])=[O:15].[P:16](=[O:17])([OH:18])([OH:19])[OH:20]>>[C:1]([CH:2]=[C:8]([C:7]([CH3:6])=[O:15])[CH2:9][CH2:10][CH2:11][CH2:12][CH2:13][CH3:14])(=[O:4])[OH:5]. The reactants are CCOC(C)=O, CCN=C=O, Cl, Cc1cc(C(=O)Nc2cc(Oc3ccc4nc(N)cn4n3)ccc2C)n(C)n1, C1CCOC1, O, c1ccncc1. Yields the product CCNC(=O)Nc1cn2nc(Oc3ccc(C)c(NC(=O)c4cc(C)nn4C)c3)ccc2n1. RXN SMILES: [C:40]([O:41][CH2:42][CH3:43])(=[O:44])[CH3:45].[CH2:30]([CH3:31])[N:32]=[C:33]=[O:34].[ClH:1].[NH2:2][c:3]1[n:4][c:5]2[n:6]([n:7][c:8]([O:11][c:12]3[cH:13][cH:14][c:15]([CH3:28])[c:16]([NH:18][C:19](=[O:20])[c:21]4[cH:22][c:23]([CH3:27])[n:24][n:25]4[CH3:26])[cH:17]3)[cH:9][cH:10]2)[cH:29]1.[O:35]1[CH2:36][CH2:37][CH2:38][CH2:39]1.[OH2:46].[cH:47]1[cH:48][cH:49][n:50][cH:51][cH:52]1>>[NH:2]([c:3]1[n:4][c:5]2[n:6]([n:7][c:8]([O:11][c:12]3[cH:13][cH:14][c:15]([CH3:28])[c:16]([NH:18][C:19](=[O:20])[c:21]4[cH:22][c:23]([CH3:27])[n:24][n:25]4[CH3:26])[cH:17]3)[cH:9][cH:10]2)[cH:29]1)[C:33]([NH:32][CH2:30][CH3:31])=[O:34]. Starting materials: C(=O)([O-])[O-].[K+].[K+] (K2CO3), OC=1C=C(C=CC1)NC(C(=C)C)=O (N-(3-hydroxyphenyl)methacrylamide), di-tert-butyl pyrocarbonate (di-tert-butyl dicarbonate). The solvent is O1CCCC1 (tetrahydrofuran), O1CCCC1 (THF). Yields the product C(C)(C)(C)OC(=O)OC=1C=C(C=CC1)NC(C(=C)C)=O (N-(3-tert-Butoxycarbonyloxyphenyl) methacrylamide). Reaction SMILES: [C:1]([O-:4])([O-:3])=[O:2].[K+].[K+].O[C:8]1[CH:9]=[C:10]([NH:14][C:15](=[O:19])[C:16]([CH3:18])=[CH2:17])[CH:11]=[CH:12][CH:13]=1>O1CCCC1>[C:16]([O:2][C:1]([O:4][C:8]1[CH:9]=[C:10]([NH:14][C:15](=[O:19])[C:16]([CH3:18])=[CH2:17])[CH:11]=[CH:12][CH:13]=1)=[O:3])([CH3:18])([CH3:17])[CH3:15] |f:0.1.2|. Procedure details: K2CO3 (50 g) is added to a solution of 40.0 g (0.225 mol) of N-(3-hydroxyphenyl)methacrylamide in tetrahydrofuran (THF). A solution of 54.2 g (0.249 mol) of di-tert-butyl pyrocarbonate (di-tert-butyl dicarbonate) in THF is then added dropwise at room temperature while stirring. The reaction is complete after a few hours. The reaction mixture is poured onto ice and extracted with ethyl acetate, the organic phase is dried and the solvent is distilled off. A white crystalline product is obtained wh... Starting materials: S(O)(O)(=O)=O (Sulfuric acid), ClCC(CC(=O)OCC)=O (ethyl 4-chloroacetoacetate), FC1=C(O)C=CC(=C1O)F (2,4-difluororesorcinol). The solvent is ice water. Run at time 2 hour. The product is ClCC1=CC(OC2=C(C(=C(C=C12)F)O)F)=O (4-chloromethyl-6,8-difluoro-7-hydroxy-2-chromenone). Yield: 23.9%. Reaction SMILES: S(=O)(=O)(O)O.[Cl:6][CH2:7][C:8](=O)[CH2:9][C:10]([O:12][CH2:13][CH3:14])=[O:11].[F:16][C:17]1[C:23]([OH:24])=[C:22]([F:25])C=C[C:18]=1O>>[Cl:6][CH2:7][C:8]1[C:14]2[C:13](=[C:22]([F:25])[C:23]([OH:24])=[C:17]([F:16])[CH:18]=2)[O:12][C:10](=[O:11])[CH:9]=1. Procedure: Sulfuric acid (2 mL) in a flask was cooled to 0° C. After ethyl 4-chloroacetoacetate (0.62 g, 3.8 mmol) was added thereto, 2,4-difluororesorcinol (0.5 g, 3.4 mmol) was added dropwise thereto. The mixture was stirred at room temperature for 2 hours, and the reactant was placed in ice water. The precipitate was filtered, washed with water, and dried by nitrogen gas to obtain the title compound (0.2 g, 24%). The reactants are C(C)(=O)OCC (ethyl acetate), C(C)(=O)O (Acetic acid), solution, [F-].C(CCC)[N+](CCCC)(CCCC)CCCC (tetrabutylammonium fluoride), C(C)(C)(C)OC(=O)[C@@]1(CN(C(C1F)=O)[C@H](C)C1=CC=CC=C1)CCO[Si](C)(C)C(C)(C)C ((3S)-3-[2-(tert-butyldimethylsilyloxy)ethyl]-4-fluoro-5-oxo-1-[(1R)-1-phenylethyl]pyrrolidine-3-carboxylic acid tert-butyl ester). Run in O1CCCC1 (tetrahydrofuran), O1CCCC1 (tetrahydrofuran). Reaction conditions: time 20 hour. Yields the product C(C)(C)(C)OC(=O)[C@@]1(CN(C(C1F)=O)[C@H](C)C1=CC=CC=C1)CCO ((3S)-4-Fluoro-3-(2-hydroxyethyl)-5-oxo-1-[(1R)-1-phenylethyl]pyrrolidine-3-carboxylic acid tert-butyl ester). Reaction SMILES: C(O)(=O)C.[F-].C([N+](CCCC)(CCCC)CCCC)CCC.[C:23]([O:27][C:28]([C@@:30]1([CH2:45][CH2:46][O:47][Si](C(C)(C)C)(C)C)[CH:34]([F:35])[C:33](=[O:36])[N:32]([C@@H:37]([C:39]2[CH:44]=[CH:43][CH:42]=[CH:41][CH:40]=2)[CH3:38])[CH2:31]1)=[O:29])([CH3:26])([CH3:25])[CH3:24].C(OCC)(=O)C>O1CCCC1>[C:23]([O:27][C:28]([C@@:30]1([CH2:45][CH2:46][OH:47])[CH:34]([F:35])[C:33](=[O:36])[N:32]([C@@H:37]([C:39]2[CH:44]=[CH:43][CH:42]=[CH:41][CH:40]=2)[CH3:38])[CH2:31]1)=[O:29])([CH3:26])([CH3:25])[CH3:24] |f:1.2|. Procedure details: Acetic acid (0.66 mL, 11.54 mmol) and a 1 M solution of tetrabutylammonium fluoride in tetrahydrofuran (8.3 mL, 8.3 mmol) were sequentially added to a solution of the crude (3S)-3-[2-(tert-butyldimethylsilyloxy)ethyl]-4-fluoro-5-oxo-1-[(1R)-1-phenylethyl]pyrrolidine-3-carboxylic acid tert-butyl ester (3.44 g) in tetrahydrofuran in a nitrogen atmosphere at 0° C. After stirring at room temperature for 20 hours, the reaction solution was poured into a mixture of ethyl acetate (100 mL) and a saturat... Starting materials: [N+](=O)([O-])C1=C(C(=O)OC)C=CC(=C1)C(F)(F)F (methyl 2-nitro-4-trifluoromethylbenzoate). Reagents/catalysts: [Pd] (palladium on carbon). The solvent is C(C)(=O)OCC (ethyl acetate), C(C)(=O)OCC (ethyl acetate). Run at time 3 hour. Product: NC1=C(C(=O)OC)C=CC(=C1)C(F)(F)F (Methyl 2-amino-4-trifluoromethylbenzoate). Yield: 90.2%. Reaction SMILES: [N+:1]([C:4]1[CH:13]=[C:12]([C:14]([F:17])([F:16])[F:15])[CH:11]=[CH:10][C:5]=1[C:6]([O:8][CH3:9])=[O:7])([O-])=O>C(OCC)(=O)C.[Pd]>[NH2:1][C:4]1[CH:13]=[C:12]([C:14]([F:15])([F:16])[F:17])[CH:11]=[CH:10][C:5]=1[C:6]([O:8][CH3:9])=[O:7]. Procedure details: Add a solution of methyl 2-nitro-4-trifluoromethylbenzoate (106 g, 425 mmol) in ethyl acetate (2.2 L) to a slurry of 10% palladium on carbon (11.0 g) in ethyl acetate (200 mL) and stir the suspension at room temperature under an atmosphere of hydrogen at 60 psi for 3 h. Filter the suspension through a pad of Celite® and wash the pad with additional ethyl acetate. Remove the solvents under reduced pressure and purify the residue by column chromatography on silica gel, eluting with isohexane/ethyl...